The task is: describe an organic reaction: reactants, conditions, products, and yield. This data is from the Open Reaction Database (ORD), a public repository of structured organic reaction records. Starting materials: [OH-].[Na+] (sodium hydroxide), CN1C(N(C2=C(C1=O)C(=C(S2)CC2=CC=CC1=CC=CC=C21)SCCCC(=O)OC)CC(C)C)=O (methyl 4-[(1,2,3,4-tetrahydro-3-methyl-1-(2-methylpropyl)-6-(1-naphthalenylmethyl)-2,4-dioxothieno[2,3-d]pyrimidin-5-yl)thio]butanoate), Cl (hydrochloric acid). Solvent: CO (methanol), O1CCCC1 (tetrahydrofuran), O (water). Conditions: time 4 hour. Yields the product CN1C(N(C2=C(C1=O)C(=C(S2)CC2=CC=CC1=CC=CC=C21)SCCCC(=O)O)CC(C)C)=O (4-[(1,2,3,4-Tetrahydro-3-methyl-1-(2-methylpropyl)-6-(1-naphthalenylmethyl)-2,4-dioxothieno[2,3-d]pyrimidin-5-yl)thio]butanoic acid). The yield is 51.1%. Reaction SMILES: [OH-].[Na+].[CH3:3][N:4]1[C:9](=[O:10])[C:8]2[C:11]([S:25][CH2:26][CH2:27][CH2:28][C:29]([O:31]C)=[O:30])=[C:12]([CH2:14][C:15]3[C:24]4[C:19](=[CH:20][CH:21]=[CH:22][CH:23]=4)[CH:18]=[CH:17][CH:16]=3)[S:13][C:7]=2[N:6]([CH2:33][CH:34]([CH3:36])[CH3:35])[C:5]1=[O:37].Cl>CO.O1CCCC1.O>[CH3:3][N:4]1[C:9](=[O:10])[C:8]2[C:11]([S:25][CH2:26][CH2:27][CH2:28][C:29]([OH:31])=[O:30])=[C:12]([CH2:14][C:15]3[C:24]4[C:19](=[CH:20][CH:21]=[CH:22][CH:23]=4)[CH:18]=[CH:17][CH:16]=3)[S:13][C:7]=2[N:6]([CH2:33][CH:34]([CH3:35])[CH3:36])[C:5]1=[O:37] |f:0.1|. Procedure details: Aqueous sodium hydroxide solution (1M, 4 ml) was added to a solution of methyl 4-[(1,2,3,4-tetrahydro-3-methyl-1-(2-methylpropyl)-6-(1-naphthalenylmethyl)-2,4-dioxothieno[2,3-d]pyrimidin-5-yl)thio]butanoate (0.382 g) in methanol (8 ml) and tetrahydrofuran (4 ml). The mixture was stirred at room temperature for 4 hours, diluted with water (50 ml), acidified with hydrochloric acid (2M) and extracted with an ether/ethyl acetate mixture (5:3, 80 ml). The organic extracts were dried over anhydrous ma... Reactants: BrC=1C=CC2=C(C=C(CCN2CCOCC)C(=O)OC(C)(C)C)C1 (tert-butyl 7-bromo-1-(2-ethoxyethyl)-2,3-dihydro-1-benzazepine-4-carboxylate), Cl.C(C)(=O)OCC (hydrochloric acid ethyl acetate), C(O)([O-])=O.[Na+] (sodium hydrogen carbonate). Solvent: C(C)(=O)OCC (ethyl acetate). Reaction conditions: time 24 hour. The product is BrC=1C=CC2=C(C=C(CCN2CCOCC)C(=O)O)C1 (7-bromo-1-(2-ethoxyethyl)-2,3-dihydro-1-benzazepine-4-carboxylic acid). Yield: 77.3%. As a reaction SMILES: [Br:1][C:2]1[CH:3]=[CH:4][C:5]2[N:11]([CH2:12][CH2:13][O:14][CH2:15][CH3:16])[CH2:10][CH2:9][C:8]([C:17]([O:19]C(C)(C)C)=[O:18])=[CH:7][C:6]=2[CH:24]=1.Cl.C(OCC)(=O)C.C(=O)([O-])O.[Na+]>C(OCC)(=O)C>[Br:1][C:2]1[CH:3]=[CH:4][C:5]2[N:11]([CH2:12][CH2:13][O:14][CH2:15][CH3:16])[CH2:10][CH2:9][C:8]([C:17]([OH:19])=[O:18])=[CH:7][C:6]=2[CH:24]=1 |f:1.2,3.4|. Reported procedure: In ethyl acetate (22 ml) was dissolved tert-butyl 7-bromo-1-(2-ethoxyethyl)-2,3-dihydro-1-benzazepine-4-carboxylate (1.1 g). To the solution was added 4N hydrochloric acid/ethyl acetate (11 ml) at room temperature, and the mixture was stirred for 24 hours. An aqueous saturated solution of sodium hydrogen carbonate was added to adjust pH to approximate 4, followed by extraction with ethyl acetate. The extract was washed with saturated brine and dried with magnesium sulfate. The solvent was remove... Starting materials: OOS(=O)[O-].[K+] (Oxone), C1(=CC=CC=C1)C1=NN(C(=C1C1=CC=CC=C1)C1=CC=CC=C1)CCCCCCSCC(=O)OC (methyl [[6-(3,4,5-triphenyl-1H-pyrazol-1-yl)hexyl]thio]acetate), O (water). The solvent is CO (methanol). Conditions: temperature 0 celsius, time 5.5 hour. Yields the product C1(=CC=CC=C1)C1=NN(C(=C1C1=CC=CC=C1)C1=CC=CC=C1)CCCCCCS(=O)(=O)CC(=O)OC (methyl [[6-(3,4,5-triphenyl 1H-pyrazol-1-yl)hexyl]sulfonyl]acetate). Yield: 91.0%. As a reaction SMILES: [OH:1]OS([O-])=O.[K+].[C:7]1([C:13]2[C:17]([C:18]3[CH:23]=[CH:22][CH:21]=[CH:20][CH:19]=3)=[C:16]([C:24]3[CH:29]=[CH:28][CH:27]=[CH:26][CH:25]=3)[N:15]([CH2:30][CH2:31][CH2:32][CH2:33][CH2:34][CH2:35][S:36][CH2:37][C:38]([O:40][CH3:41])=[O:39])[N:14]=2)[CH:12]=[CH:11][CH:10]=[CH:9][CH:8]=1.[OH2:42]>CO>[C:7]1([C:13]2[C:17]([C:18]3[CH:23]=[CH:22][CH:21]=[CH:20][CH:19]=3)=[C:16]([C:24]3[CH:25]=[CH:26][CH:27]=[CH:28][CH:29]=3)[N:15]([CH2:30][CH2:31][CH2:32][CH2:33][CH2:34][CH2:35][S:36]([CH2:37][C:38]([O:40][CH3:41])=[O:39])(=[O:1])=[O:42])[N:14]=2)[CH:8]=[CH:9][CH:10]=[CH:11][CH:12]=1 |f:0.1|. Reported procedure: Oxone (potassium monopersulfate compound)(3.80 g, 6 mmol) suspended in water (20 mL) was added slowly to a stirred solution of methyl [[6-(3,4,5-triphenyl-1H-pyrazol-1-yl)hexyl]thio]acetate (1.00 g, 2 mmol) in methanol (20 mL) maintained at 0° C. The reaction mixture was allowed to warm to room temperature and stirred for 5.5 hours before being poured onto water. The mixture was extracted with diethyl ether, the etheral layer washed twice with saturated sodium chloride solution, dried over magne... Starting materials: CCOC(=O)CC(C)(O)c1ccc(-c2ccc(Cl)c(Cl)c2)cc1, CC(C)O, [Na+], [OH-]. Yields the product CC(O)(CC(=O)O)c1ccc(-c2ccc(Cl)c(Cl)c2)cc1. RXN SMILES: [CH2:1]([CH3:2])[O:3][C:4]([CH2:5][C:6]([CH3:7])([OH:8])[c:9]1[cH:10][cH:11][c:12](-[c:15]2[cH:16][c:17]([Cl:22])[c:18]([Cl:21])[cH:19][cH:20]2)[cH:13][cH:14]1)=[O:23].[CH:26]([OH:27])([CH3:28])[CH3:29].[Na+:25].[OH-:24]>>[O:3]=[C:4]([CH2:5][C:6]([CH3:7])([OH:8])[c:9]1[cH:10][cH:11][c:12](-[c:15]2[cH:16][c:17]([Cl:22])[c:18]([Cl:21])[cH:19][cH:20]2)[cH:13][cH:14]1)[OH:23]. The reactants are C1(CCCC1)N(C(NC=1SC(=CN1)SCC(=O)O)=O)[C@@H]1CC[C@H](CC1)CC ({2-[3-cyclopentyl-3-(trans-4-ethyl-cyclohexyl)-ureido]-thiazol-5-ylsulfanyl}-acetic acid), C1(CCCCC1)NC1CCC(CC1)C1=CC=CC=C1 (cyclohexyl-(4-phenyl-cyclohexyl)-amine), C(C)OC(CCSC1=CN=C(S1)N)=O (3-(2-amino-thiazol-5-ylsulfanyl)-propionic acid ethyl ester). Product: C1(CCCCC1)N(C(NC=1SC(=CN1)SCCC(=O)O)=O)[C@@H]1CC[C@H](CC1)C1=CC=CC=C1 (3-{2-[3-Cyclohexyl-3-(trans-4-phenyl-cyclohexyl)-ureido]-thiazol-5-ylsulfanyl}-propionic acid). As a reaction SMILES: C1(N([C@H]2CC[C@H](CC)CC2)[C:7](=[O:19])[NH:8][C:9]2[S:10][C:11]([S:14][CH2:15][C:16](O)=O)=[CH:12][N:13]=2)CCCC1.[CH:28]1([NH:34][CH:35]2[CH2:40][CH2:39][CH:38]([C:41]3[CH:46]=[CH:45][CH:44]=[CH:43][CH:42]=3)[CH2:37][CH2:36]2)[CH2:33][CH2:32][CH2:31][CH2:30][CH2:29]1.C([O:49][C:50](=[O:60])CCSC1SC(N)=NC=1)C>>[CH:28]1([N:34]([C@H:35]2[CH2:36][CH2:37][C@H:38]([C:41]3[CH:42]=[CH:43][CH:44]=[CH:45][CH:46]=3)[CH2:39][CH2:40]2)[C:7](=[O:19])[NH:8][C:9]2[S:10][C:11]([S:14][CH2:15][CH2:16][C:50]([OH:60])=[O:49])=[CH:12][N:13]=2)[CH2:29][CH2:30][CH2:31][CH2:32][CH2:33]1. Procedure: Prepared in a similar manner to {2-[3-cyclopentyl-3-(trans-4-ethyl-cyclohexyl)-ureido]-thiazol-5-ylsulfanyl}-acetic acid via cyclohexyl-(4-phenyl-cyclohexyl)-amine and 3-(2-amino-thiazol-5-ylsulfanyl)-propionic acid ethyl ester to give the title compound. Reactants: N1CCC2(CC1)OC1=C(CC2)C=CC=C1 (3,4-Dihydrospiro[2H-1-benzopyran-2,4'-piperidine]), CC(C)(OC(=O)NC(C(=O)N[C@@H](C(=O)O)CC1=CNC2=CC=CC=C12)(C)C)C (α(R)-[[2-[[(1,1-dimethylethoxy)carbonyl]amino]-2,2-dimethyl-1-oxoethyl]amino]-1H-indole-3-propanoic acid). Product: N1(CCC2(CC1)OC1=C(CC2)C=CC=C1)C(=O)[C@@H](CC1=CNC2=CC=CC=C12)NC(C(C)(C)NC(=O)OC(C)(C)C)=O (N-[1(R)-[(3,4-dihydro-spiro[2H-1-benzopyran-2,4'-piperidin]-1'-yl)carbonyl]-2-(indol-3-yl)ethyl]-2-[[(1,1-dimethylethyloxy)carbonyl]amino]-2-methylpropanamide). As a reaction SMILES: [NH:1]1[CH2:6][CH2:5][C:4]2([CH2:11][CH2:10][C:9]3[CH:12]=[CH:13][CH:14]=[CH:15][C:8]=3[O:7]2)[CH2:3][CH2:2]1.[CH3:16][C:17]([CH3:43])([O:19][C:20]([NH:22][C:23]([CH3:42])([CH3:41])[C:24]([NH:26][C@H:27]([CH2:31][C:32]1[C:40]2[C:35](=[CH:36][CH:37]=[CH:38][CH:39]=2)[NH:34][CH:33]=1)[C:28](O)=[O:29])=[O:25])=[O:21])[CH3:18]>>[N:1]1([C:28]([C@H:27]([NH:26][C:24](=[O:25])[C:23]([NH:22][C:20]([O:19][C:17]([CH3:43])([CH3:18])[CH3:16])=[O:21])([CH3:42])[CH3:41])[CH2:31][C:32]2[C:40]3[C:35](=[CH:36][CH:37]=[CH:38][CH:39]=3)[NH:34][CH:33]=2)=[O:29])[CH2:6][CH2:5][C:4]2([CH2:11][CH2:10][C:9]3[CH:12]=[CH:13][CH:14]=[CH:15][C:8]=3[O:7]2)[CH2:3][CH2:2]1. Procedure: This intermediate was prepared from the product of Step A and α(R)-[[2-[[(1,1-dimethylethoxy)carbonyl]amino]-2,2-dimethyl-1-oxoethyl]amino]-1H-indole-3-propanoic acid following standard peptide coupling methods. Yields the product CC(C)=NOS(=O)(=O)c1c(C)cc(C)cc1C. As a reaction SMILES: [CH3:14][C:15]([CH3:16])=[N:17][OH:18].[OH2:19].[c:1]1([CH3:13])[c:2]([S:9](=[O:10])(=[O:11])[Cl:12])[c:3]([CH3:8])[cH:4][c:5]([CH3:7])[cH:6]1.[cH:20]1[cH:21][cH:22][n:23][cH:24][cH:25]1>>[c:1]1([CH3:13])[c:2]([S:9](=[O:10])(=[O:11])[O:18][N:17]=[C:15]([CH3:14])[CH3:16])[c:3]([CH3:8])[cH:4][c:5]([CH3:7])[cH:6]1. The reactants are CC(C)=NO, O, Cc1cc(C)c(S(=O)(=O)Cl)c(C)c1, c1ccncc1. Reported procedure: a mixture of 73 g of 1,3-dimethyl-indane, 28 g of trioxymethylene, 64 ml of acetic acid, 41 ml of 85% strength phosphoric acid and 100 ml of concentrated hydrochloric acid is stirred for 24 hours at between 58° and 60° C. The reaction mixture is taken up in a mixture of water and ice and the organic products are extracted with ether. The ether phase is washed with water and dried over sodium sulphate. After evaporation of the ether, the residue obtained is distilled in vacuo. 44.8 g of 1,3-dimet... Conditions: time 24 hour. Starting materials: CC1CC(C2=CC=CC=C12)C (1,3-dimethyl-indane), C(C)(=O)O (acetic acid), P(O)(O)(O)=O (phosphoric acid), Cl (hydrochloric acid). Yields the product CC1CC(C2=CC(=CC=C12)CCl)C (1,3-dimethyl-5-chloromethylindane). Solvent: O (water). As a reaction SMILES: [CH3:1][CH:2]1[C:10]2[C:5](=[CH:6][CH:7]=[CH:8][CH:9]=2)[CH:4]([CH3:11])[CH2:3]1.[C:12](O)(=O)C.P(=O)(O)(O)O.[ClH:21]>O>[CH3:11][CH:4]1[C:5]2[C:10](=[CH:9][C:8]([CH2:12][Cl:21])=[CH:7][CH:6]=2)[CH:2]([CH3:1])[CH2:3]1. Starting materials: CO, Cc1nc2ccc3c(c2s1)C(=CC#N)CC3, [Co], N. Yields the product Cc1nc2ccc3c(c2s1)C(=CCN)CC3. As a reaction SMILES: [CH3:17][OH:18].[CH3:1][c:2]1[s:3][c:4]2[c:5]([n:6]1)[cH:7][cH:8][c:9]1[c:13]2[C:12](=[CH:14][C:15]#[N:16])[CH2:11][CH2:10]1.[Co:20].[NH3:19]>>[CH3:1][c:2]1[s:3][c:4]2[c:5]([n:6]1)[cH:7][cH:8][c:9]1[c:13]2[C:12](=[CH:14][CH2:15][NH2:16])[CH2:11][CH2:10]1. Reactants: BrC1=CC(=C(C=C1)NCCN1CCOCC1)[N+](=O)[O-] ((4-bromo-2-nitro-phenyl)-(2-morpholin-4-yl-ethyl)-amine), [H][H] (hydrogen). The reagents and catalysts are [Pt] (Pt/C). The solvent is C(C)(=O)OCC (ethyl acetate). Yields the product BrC=1C=C(C(=CC1)NCCN1CCOCC1)N (4-bromo-N1-(2-morpholinyl-ethyl)-benzene-1,2-diamine). The yield is 96.9%. RXN SMILES: [Br:1][C:2]1[CH:7]=[CH:6][C:5]([NH:8][CH2:9][CH2:10][N:11]2[CH2:16][CH2:15][O:14][CH2:13][CH2:12]2)=[C:4]([N+:17]([O-])=O)[CH:3]=1.[H][H]>C(OCC)(=O)C.[Pt]>[Br:1][C:2]1[CH:3]=[C:4]([NH2:17])[C:5]([NH:8][CH2:9][CH2:10][N:11]2[CH2:16][CH2:15][O:14][CH2:13][CH2:12]2)=[CH:6][CH:7]=1. Procedure: Dissolve (4-bromo-2-nitro-phenyl)-(2-morpholin-4-yl-ethyl)-amine (15.3 g, 46.4 mmol) in ethyl acetate (1 L) and add 5% Pt/C (sulfided) (382 mg). Place the slurry under 60 psi hydrogen gas at room temperature of 8 h. Filter and concentrate to give 23 g crude product as a dark red oil. Purify using a short plug of silica gel and 10% 2N NH3 in MeOH/dichloromethane to give 13.5 g of a brown oil. HPLC (ISO60-10M) t=1.46 (94%), MS (ES) 301 (M+1).